Task: describe an organic reaction: reactants, conditions, products, and yield. Dataset: the Open Reaction Database (ORD), a public repository of structured organic reaction records The reactants are CCOC(=O)C.CCCC(C)C (EtOAc isohexane), ClC1=NC=NC(=C1)NC1=C(C=CC(=C1)C)Cl (4-Chloro-6-(2-chloro-5-methylanilino)pyrimidine), BrC=CCBr (1,3-dibromopropene), C([O-])([O-])=O.[K+].[K+] (potassium carbonate). Solvent: CN1CCCC1=O (NMP). Product: ClC1=NC=NC(=C1)N(C1=C(C=CC(=C1)C)Cl)CC=CBr (4-Chloro-6-[N-(3-bromoallyl)-2-chloro-5-methylanilino]pyrimidine). Reaction SMILES: [Cl:1][C:2]1[CH:7]=[C:6]([NH:8][C:9]2[CH:14]=[C:13]([CH3:15])[CH:12]=[CH:11][C:10]=2[Cl:16])[N:5]=[CH:4][N:3]=1.[Br:17][CH:18]=[CH:19][CH2:20]Br.C(=O)([O-])[O-].[K+].[K+].CCOC(C)=O.CCCC(C)C>CN1C(=O)CCC1>[Cl:1][C:2]1[CH:7]=[C:6]([N:8]([CH2:20][CH:19]=[CH:18][Br:17])[C:9]2[CH:14]=[C:13]([CH3:15])[CH:12]=[CH:11][C:10]=2[Cl:16])[N:5]=[CH:4][N:3]=1 |f:2.3.4,5.6|. Procedure details: 4-Chloro-6-(2-chloro-5-methylanilino)pyrimidine (Reference Example 12) (0.5 g, 1.97 mmol) and 1,3-dibromopropene [cis/trans mixture] (0.6 g, 3.0 mmol) were dissolved in NMP (2 ml). Anhydrous potassium carbonate (0.54 g, 4 mmol) was added and the mixture stirred at room temperature for seventeen hours. After aqueous work-up the product was obtained by column chromatography on silica gel using EtOAc/isohexane mixtures (0.68 g, 93%). M/z 372 (MH)+. Starting materials: O (water), OC1=CC2=CC=C(C=C2C=C1)O (2,6-Dihydroxynaphthalene), C(CCCCC)Br (n-hexylbromide), C([O-])([O-])=O.[K+].[K+] (potassium carbonate). The solvent is CN(C)C=O (DMF). The product is C(CCCCC)OC1=CC2=CC=C(C=C2C=C1)OCCCCCC (2,6bis(hexyloxy)naphthalene). The yield is 132.3%. Reaction SMILES: O[C:2]1[CH:11]=[CH:10][C:9]2[C:4](=[CH:5][CH:6]=[C:7]([OH:12])[CH:8]=2)[CH:3]=1.[CH2:13](Br)[CH2:14][CH2:15][CH2:16][CH2:17][CH3:18].[C:20](=[O:23])([O-])[O-].[K+].[K+].O>CN(C=O)C>[CH2:13]([O:12][C:7]1[CH:6]=[CH:5][C:4]2[C:9](=[CH:10][CH:11]=[C:2]([O:23][CH2:20][CH2:4][CH2:3][CH2:2][CH2:11][CH3:10])[CH:3]=2)[CH:8]=1)[CH2:14][CH2:15][CH2:16][CH2:17][CH3:18] |f:2.3.4|. Procedure: 2,6-Dihydroxynaphthalene (30.0 g, 0.19 mol) reacted with n-hexylbromide (97.5 g, 0.59 mol) in the presence of potassium carbonate (81.6 g, 0.59 mol) in 400 mL of DMF at 90° C. overnight. The reaction was poured into 700 mL of water and the precipitate was filtered, washed with water and methanol, and dried. The crude product was recrystallized from methanol to give light gray solid 41.3 g (67% yield). 1H NMR CDCl3) δ (ppm): 0.91 (t, J=6.9 Hz, 6H), 1.32-1.40 (m, 8H), 1.44-1.54 (m, 4H), 1.77-2.86 ... The reactants are CNC(=O)c1ccc(C)c(-n2c(CO)cc(OCc3ccc(F)cc3F)c(Br)c2=O)c1, CC(=O)OC(C)=O, ClCCl, c1ccncc1. The product is CNC(=O)c1ccc(C)c(-n2c(COC(C)=O)cc(OCc3ccc(F)cc3F)c(Br)c2=O)c1. Reaction SMILES: [Br:1][c:2]1[c:3](=[O:31])[n:4](-[c:20]2[cH:21][c:22]([C:23](=[O:24])[NH:25][CH3:26])[cH:27][cH:28][c:29]2[CH3:30])[c:5]([CH2:18][OH:19])[cH:6][c:7]1[O:8][CH2:9][c:10]1[c:11]([F:17])[cH:12][c:13]([F:16])[cH:14][cH:15]1.[CH3:38][C:39](=[O:40])[O:41][C:42](=[O:43])[CH3:44].[Cl:45][CH2:46][Cl:47].[cH:32]1[cH:33][cH:34][n:35][cH:36][cH:37]1>>[Br:1][c:2]1[c:3](=[O:31])[n:4](-[c:20]2[cH:21][c:22]([C:23](=[O:24])[NH:25][CH3:26])[cH:27][cH:28][c:29]2[CH3:30])[c:5]([CH2:18][O:19][C:39]([CH3:38])=[O:40])[cH:6][c:7]1[O:8][CH2:9][c:10]1[c:11]([F:17])[cH:12][c:13]([F:16])[cH:14][cH:15]1. Reactants: COc1cc(CO)on1, ClCCl, O=S(Cl)Cl. Yields the product COc1cc(CCl)on1. As a reaction SMILES: [CH3:1][O:2][c:3]1[n:4][o:5][c:6]([CH2:8][OH:9])[cH:7]1.[Cl:14][CH2:15][Cl:16].[S:10]([Cl:11])([Cl:12])=[O:13]>>[CH3:1][O:2][c:3]1[n:4][o:5][c:6]([CH2:8][Cl:12])[cH:7]1. Reactants: O=C=O, [Li]CCCC, COc1cc(-c2cc(=O)c3ccccc3o2)cc(OC)c1OC, CCCCCC, CC(C)NC(C)C, CC(C)[N-]C(C)C, [Li+], C1CCOC1. Product: COc1cc(-c2oc3ccccc3c(=O)c2C(=O)O)cc(OC)c1OC. As a reaction SMILES: [C:50](=[O:51])=[O:52].[CH2:14]([Li:15])[CH2:16][CH2:17][CH3:18].[CH3:19][O:20][c:21]1[cH:22][c:23](-[c:24]2[o:25][c:26]3[cH:27][cH:28][cH:29][cH:30][c:31]3[c:32](=[O:34])[cH:33]2)[cH:35][c:36]([O:40][CH3:41])[c:37]1[O:38][CH3:39].[CH3:8][CH2:9][CH2:10][CH2:11][CH2:12][CH3:13].[CH:1]([NH:2][CH:3]([CH3:4])[CH3:5])([CH3:6])[CH3:7].[CH:42]([N-:43][CH:44]([CH3:45])[CH3:46])([CH3:47])[CH3:48].[Li+:49].[O:53]1[CH2:54][CH2:55][CH2:56][CH2:57]1>>[CH3:19][O:20][c:21]1[cH:22][c:23](-[c:24]2[o:25][c:26]3[cH:27][cH:28][cH:29][cH:30][c:31]3[c:32](=[O:34])[c:33]2[C:50](=[O:51])[OH:52])[cH:35][c:36]([O:40][CH3:41])[c:37]1[O:38][CH3:39]. Starting materials: C(=S)N.C(C)(C)(C)OC(=O)N(CC(=O)O)C1=CC=CC=C1 (t-butoxycarbonyl phenylglycine thiocarboxamide), Br (HBr). The solvent is C(C)(=O)O (acetic acid). Yields the product Br.C(=S)N.C1(=CC=CC=C1)NCC(=O)O (phenylglycine thiocarboxamide hydrobromide). As a reaction SMILES: [CH:1]([NH2:3])=[S:2].C(OC([N:11]([C:16]1[CH:21]=[CH:20][CH:19]=[CH:18][CH:17]=1)[CH2:12][C:13]([OH:15])=[O:14])=O)(C)(C)C.[BrH:22]>C(O)(=O)C>[BrH:22].[CH:1]([NH2:3])=[S:2].[C:16]1([NH:11][CH2:12][C:13]([OH:15])=[O:14])[CH:21]=[CH:20][CH:19]=[CH:18][CH:17]=1 |f:0.1,4.5.6|. Reported procedure: A solution of 364 mg of t-butoxycarbonyl phenylglycine thiocarboxamide in 4 mL 30% HBr in acetic acid was stirred for 1 hour. The volitile materials were removed under reduced pressure and the crude phenylglycine thiocarboxamide hydrobromide was obtained as a pale solid. The material was utilized without further purification. Reactants: COc1cccc2c1OCc1ccccc1C2=Cc1cccc([N+](=O)[O-])c1, Cl[Sn]Cl. Yields the product COc1cccc2c1OCc1ccccc1C2=Cc1cccc(N)c1. Reaction SMILES: [CH3:4][O:5][c:6]1[cH:7][cH:8][cH:9][c:10]2[c:11]1[O:12][CH2:13][c:14]1[c:15]([cH:27][cH:28][cH:29][cH:30]1)[C:16]2=[CH:17][c:18]1[cH:19][c:20]([N+:24]([O-:25])=[O:26])[cH:21][cH:22][cH:23]1.[Sn:1]([Cl:2])[Cl:3]>>[CH3:4][O:5][c:6]1[cH:7][cH:8][cH:9][c:10]2[c:11]1[O:12][CH2:13][c:14]1[c:15]([cH:27][cH:28][cH:29][cH:30]1)[C:16]2=[CH:17][c:18]1[cH:19][c:20]([NH2:24])[cH:21][cH:22][cH:23]1. The reactants are CCOC(=O)C(C)(Cc1ccc(OCc2ccccc2)cc1)Oc1cccc(Br)c1, CCOC(=O)C(C)(Cc1ccc(O)cc1)Oc1ccccc1, CCO, [H][H]. The product is CCOC(=O)C(C)(Cc1ccc(O)cc1)Oc1cccc(Br)c1. Reaction SMILES: [CH2:1]([CH3:2])[O:3][C:4]([C:5]([CH2:6][c:7]1[cH:8][cH:9][c:10]([O:13][CH2:14][c:15]2[cH:16][cH:17][cH:18][cH:19][cH:20]2)[cH:11][cH:12]1)([CH3:21])[O:22][c:23]1[cH:24][c:25]([Br:29])[cH:26][cH:27][cH:28]1)=[O:30].[CH2:33]([O:34][C:35](=[O:36])[C:37]([CH3:38])([O:39][c:40]1[cH:41][cH:42][cH:43][cH:44][cH:45]1)[CH2:46][c:47]1[cH:48][cH:49][c:50]([OH:51])[cH:52][cH:53]1)[CH3:54].[CH3:55][CH2:56][OH:57].[H:31][H:32]>>[CH2:1]([CH3:2])[O:3][C:4]([C:5]([CH2:6][c:7]1[cH:8][cH:9][c:10]([OH:13])[cH:11][cH:12]1)([CH3:21])[O:22][c:23]1[cH:24][c:25]([Br:29])[cH:26][cH:27][cH:28]1)=[O:30]. Reactants: C(C)OC(COC1=CC(=C(C(=C1)Cl)OCC1=C(C=CC=C1)Cl)Cl)OCC (4-(2-chlorobenzyloxy)-3,5-dichlorophenoxyacetaldehyde diethyl acetal), ice water. Solvent: C(C)(=O)O (acetic acid), Cl (hydrochloric acid). Product: ClC1=C(COC2=C(C=C(OCC=O)C=C2Cl)Cl)C=CC=C1 (4-(2-chlorobenzyloxy)-3,5-dichlorophenoxyacetaldehyde). Yield: 100.0%. As a reaction SMILES: C([O:3][CH:4](OCC)[CH2:5][O:6][C:7]1[CH:12]=[C:11]([Cl:13])[C:10]([O:14][CH2:15][C:16]2[CH:21]=[CH:20][CH:19]=[CH:18][C:17]=2[Cl:22])=[C:9]([Cl:23])[CH:8]=1)C>C(O)(=O)C.Cl>[Cl:22][C:17]1[CH:18]=[CH:19][CH:20]=[CH:21][C:16]=1[CH2:15][O:14][C:10]1[C:11]([Cl:13])=[CH:12][C:7]([O:6][CH2:5][CH:4]=[O:3])=[CH:8][C:9]=1[Cl:23]. Reported procedure: Then, 0.85 g of 4-(2-chlorobenzyloxy)-3,5-dichlorophenoxyacetaldehyde diethyl acetal was dissolved in 10 ml of acetic acid, to which 1 ml of concentrated hydrochloric acid was added dropwise, while stirring under ice cooling. After stirring under ice cooling for 2 hours, the reaction mixture was poured into ice water, and extracted twice with diethyl ether. The combined ether layer was washed with water, dried with anhydrous magnesium sulfate, followed by removal of the solvent by distillation u...